This data is from the Open Reaction Database (ORD), a public repository of structured organic reaction records. The task is: describe an organic reaction: reactants, conditions, products, and yield Starting materials: CC1OCCC1 (2-methyltetrahydrofuran), Br.FC1=C(C(=O)NC2=CC(NC=C2)=O)C=CC(=C1)C(F)(F)F (2-fluoro-N-(2-oxo-1,2-dihydropyridin-4-yl)-4-(trifluoromethyl)benzamide hydrobromide salt), C([O-])([O-])=O.[K+].[K+] (Potassium carbonate), FC1=CC(=C(C=C1)O)C (4-fluoro-2-methylphenol). Solvent: O (water), CN1C(CCC1)=O (1-methyl-2-pyrrolidinone), CN1CCCC1=O (NMP), CN1CCCC1=O (NMP). Reaction conditions: temperature 40 celsius, time 30 minute. Yields the product FC1=CC(=C(OC2=C(C(=O)NC3=CC(NC=C3)=O)C=CC(=C2)C(F)(F)F)C=C1)C (2-(4-fluoro-2-methylphenoxy)-N-(2-oxo-1,2-dihydropyridin-4-yl)-4-(trifluoromethyl)benzamide). The yield is 78.3%. Reaction SMILES: Br.F[C:3]1[CH:18]=[C:17]([C:19]([F:22])([F:21])[F:20])[CH:16]=[CH:15][C:4]=1[C:5]([NH:7][C:8]1[CH:13]=[CH:12][NH:11][C:10](=[O:14])[CH:9]=1)=[O:6].C(=O)([O-])[O-].[K+].[K+].[F:29][C:30]1[CH:35]=[CH:34][C:33]([OH:36])=[C:32]([CH3:37])[CH:31]=1.CC1CCCO1>CN1C(=O)CCC1.O>[F:29][C:30]1[CH:35]=[CH:34][C:33]([O:36][C:3]2[CH:18]=[C:17]([C:19]([F:22])([F:21])[F:20])[CH:16]=[CH:15][C:4]=2[C:5]([NH:7][C:8]2[CH:13]=[CH:12][NH:11][C:10](=[O:14])[CH:9]=2)=[O:6])=[C:32]([CH3:37])[CH:31]=1 |f:0.1,2.3.4|. Reported procedure: To a 50 liter jacketed glass reactor fitted with an N2 inlet and a mechanical stirrer was added 1-methyl-2-pyrrolidinone (NMP) (3.75 liters). The solution was stirred, 2-fluoro-N-(2-oxo-1,2-dihydropyridin-4-yl)-4-(trifluoromethyl)benzamide hydrobromide salt (1500.2 g, 3.94 moles, 1.0 eq) was added and chased with NMP (1 liter), and the jacket temperature was adjusted to 35° C. Potassium carbonate (1631.9 g, 11.8 moles, 3.0 eq, 325 mesh) was then added portionwise over 10 minutes, during which ti... Reactants: C1(=CC=CC=C1)N=C=O (phenyl isocyanate), NC1=CC=C(C=C1)C1=NN=C(CC2=C1C=C1C(=C2)OCO1)C (1-(4-aminophenyl)-4-methyl-7,8-methylenedioxy-5H-2,3-benzodiazepine). Solvent: CN(C=O)C (dimethylformamide), C(C)OCC (diethyl ether). Conditions: temperature 25 celsius, time 1 hour. Product: C1(=CC=CC=C1)NC(=O)NC1=CC=C(C=C1)C1=NN=C(CC2=C1C=C1C(=C2)OCO1)C (1-(4-Phenylcarbamoylaminophenyl)-4-methyl-7,8-methylenedioxy-5H-2,3-benzodiazepine). The yield is 78.4%. Reaction SMILES: [C:1]1([N:7]=[C:8]=[O:9])[CH:6]=[CH:5][CH:4]=[CH:3][CH:2]=1.[NH2:10][C:11]1[CH:16]=[CH:15][C:14]([C:17]2[C:23]3[CH:24]=[C:25]4[O:30][CH2:29][O:28][C:26]4=[CH:27][C:22]=3[CH2:21][C:20]([CH3:31])=[N:19][N:18]=2)=[CH:13][CH:12]=1>CN(C)C=O.C(OCC)C>[C:1]1([NH:7][C:8]([NH:10][C:11]2[CH:16]=[CH:15][C:14]([C:17]3[C:23]4[CH:24]=[C:25]5[O:30][CH2:29][O:28][C:26]5=[CH:27][C:22]=4[CH2:21][C:20]([CH3:31])=[N:19][N:18]=3)=[CH:13][CH:12]=2)=[O:9])[CH:6]=[CH:5][CH:4]=[CH:3][CH:2]=1. Reported procedure: 0.22 ml (2.04 mmol) of phenyl isocyanate was added to a solution of 0.50 g (1.7 mmol) of 1-(4-aminophenyl)-4-methyl-7,8-methylenedioxy-5H-2,3-benzodiazepine in 4 ml of dimethylformamide and the reaction mixture was stirred at 25° C. for one hour. Then it was diluted with 20 ml of diethyl ether and filtered at 5° C. The crystals were washed with 2×5 ml of diethyl ether and dried at 60°-100° C. The resulting 0.70 g of raw product, m.p. 239°-240° C. (sintering at 180° C.) was refluxed in 15 ml of e... The reactants are O1CCN(CC1)C=1C=C(C=2N(C3=CC=C(C=C3SC2C1)Br)C(=O)OC(C)(C)C)F (3-morpholino-1-fluoro-7-bromo-10-Boc-phenothiazine), C=1C=CC(=CC1)P(C=2C=CC=CC2)C3=CC=C4C=CC=CC4=C3C5=C6C=CC=CC6=CC=C5P(C=7C=CC=CC7)C=8C=CC=CC8 (BINAP), C(=O)([O-])[O-].[Cs+].[Cs+] (Cs2CO3), N1CCCC1 (pyrrolidine). The reagents and catalysts are C=1C=CC(=CC1)/C=C/C(=O)/C=C/C2=CC=CC=C2.C=1C=CC(=CC1)/C=C/C(=O)/C=C/C2=CC=CC=C2.[Pd] (Pd(dba)2). Yields the product O1CCN(CC1)C=1C=C(C=2N(C3=CC=C(C=C3SC2C1)N1CCCC1)C(=O)OC(C)(C)C)F (3-Morpholino-7-(pyrrolidin-1-yl)-1-fluoro-10-Boc-phenothiazine). Reaction SMILES: [O:1]1[CH2:6][CH2:5][N:4]([C:7]2[CH:8]=[C:9]([F:29])[C:10]3[N:11]([C:22]([O:24][C:25]([CH3:28])([CH3:27])[CH3:26])=[O:23])[C:12]4[C:17]([S:18][C:19]=3[CH:20]=2)=[CH:16][C:15](Br)=[CH:14][CH:13]=4)[CH2:3][CH2:2]1.C1C=CC(P(C2C(C3C(P(C4C=CC=CC=4)C4C=CC=CC=4)=CC=C4C=3C=CC=C4)=C3C(C=CC=C3)=CC=2)C2C=CC=CC=2)=CC=1.C([O-])([O-])=O.[Cs+].[Cs+].[NH:82]1[CH2:86][CH2:85][CH2:84][CH2:83]1>C1C=CC(/C=C/C(/C=C/C2C=CC=CC=2)=O)=CC=1.C1C=CC(/C=C/C(/C=C/C2C=CC=CC=2)=O)=CC=1.[Pd]>[O:1]1[CH2:6][CH2:5][N:4]([C:7]2[CH:8]=[C:9]([F:29])[C:10]3[N:11]([C:22]([O:24][C:25]([CH3:28])([CH3:27])[CH3:26])=[O:23])[C:12]4[C:17]([S:18][C:19]=3[CH:20]=2)=[CH:16][C:15]([N:82]2[CH2:86][CH2:85][CH2:84][CH2:83]2)=[CH:14][CH:13]=4)[CH2:3][CH2:2]1 |f:2.3.4,6.7.8|. Procedure: To a stirred solution of 3-morpholino-1-fluoro-7-bromo-10-Boc-phenothiazine (150 mg, 0.3 mmol) in touene (10 mL) Pd(dba)2 (5.8 mg, 0.01 mmol), BINAP (6.3 mg, 0.01 mmol), Cs2CO3 (326 mg, 1.0 mmol) and pyrrolidine (42.6 mg, 0.6 mmol) were added. The mixture was refluxed for 24 h. After that reaction mixture was filtered, solvent was removed under vacuum. Product was used without additional purification. Reactants: COC1=CC(=C(OCC(=O)C2=CC=CC=C2)C=C1)[N+](=O)[O-] (2-(4-Methoxy-2-nitrophenoxy)-1-phenyl-1-ethanone). Reagents/catalysts: [Ni] (Raney nickel). Solvent: C(C)O.O1CCCC1 (ethanol tetrahydrofuran). Run at time 48 hour. Product: COC=1C=CC2=C(NC(CO2)C2=CC=CC=C2)C1 (6-Methoxy-3-phenyl-3,4-dihydro-2H-1,4-benzoxazine). As a reaction SMILES: [CH3:1][O:2][C:3]1[CH:18]=[CH:17][C:6]([O:7][CH2:8][C:9]([C:11]2[CH:16]=[CH:15][CH:14]=[CH:13][CH:12]=2)=O)=[C:5]([N+:19]([O-])=O)[CH:4]=1>C(O)C.O1CCCC1.[Ni]>[CH3:1][O:2][C:3]1[CH:18]=[CH:17][C:6]2[O:7][CH2:8][CH:9]([C:11]3[CH:16]=[CH:15][CH:14]=[CH:13][CH:12]=3)[NH:19][C:5]=2[CH:4]=1 |f:1.2|. Procedure: The compound obtained in Step A (3 g; 10.44 mmol) is dissolved in a Parr reactor with an ethanol/tetrahydrofuran mixture (1/1). Raney nickel (30% by weight, 900 mg) is then added. The mixture is left for 48 hours at 50° C. under a hydrogen pressure of 50 psi. After returning to ambient temperature, the solution is filtered over Celite and the filtrate is evaporated. The crude reaction product is purified by flash chromatography on silica gel (eluant: PE/AcOEt (85/15)). The title product is obtai... The reactants are C(CC)OC[C@@H]1CC[C@H](CC1)C1=CC=C(C(=O)O)C=C1 (4-(Trans-4-(propoxymethyl)cyclohexyl)benzoic acid), S(=O)(Cl)Cl (thionyl chloride), N1=CC=CC=C1 (pyridine). Run in C1(=CC=CC=C1)C (toluene). Yields the product C(CC)OC[C@@H]1CC[C@H](CC1)C1=CC=C(C(=O)Cl)C=C1 (4-(trans-4-(propoxymethyl)cyclohexyl) benzoyl chloride). RXN SMILES: [CH2:1]([O:4][CH2:5][C@H:6]1[CH2:11][CH2:10][C@H:9]([C:12]2[CH:20]=[CH:19][C:15]([C:16](O)=[O:17])=[CH:14][CH:13]=2)[CH2:8][CH2:7]1)[CH2:2][CH3:3].S(Cl)([Cl:23])=O.N1C=CC=CC=1>C1(C)C=CC=CC=1>[CH2:1]([O:4][CH2:5][C@H:6]1[CH2:11][CH2:10][C@H:9]([C:12]2[CH:20]=[CH:19][C:15]([C:16]([Cl:23])=[O:17])=[CH:14][CH:13]=2)[CH2:8][CH2:7]1)[CH2:2][CH3:3]. Procedure details: 4-(Trans-4-(propoxymethyl)cyclohexyl)benzoic acid (2.0 g, 7.2 mmol) was mixed with thionyl chloride (1.3 g, 10.9 mmol), pyridine (0.1 ml) and toluene (4 ml), followed by reacting them at 80° C. for 2 hours, and distilling off superfluous thionyl chloride and toluene under reduced pressure, to obtain raw 4-(trans-4-(propoxymethyl)cyclohexyl) benzoyl chloride.